This data is from the Open Reaction Database (ORD), a public repository of structured organic reaction records. The task is: describe an organic reaction: reactants, conditions, products, and yield The reactants are Br (HBr), C(C)(=O)O (acetic acid), C(C(=O)Cl)(=O)Cl (oxalyl chloride), solution, [Si](C)(C)(C)C=[N+]=[N-] (TMSCHN2), hexanes, N1=C(C=CC2=CC=CC=C12)C1CC(C1)C(=O)O (3-(quinolin-2-yl)cyclobutanecarboxylic acid). The solvent is CN(C)C=O (DMF), C(Cl)Cl (DCM), C(Cl)Cl (DCM). Conditions: time 30 minute. Yields the product BrCC(=O)C1CC(C1)C1=NC2=CC=CC=C2C=C1 (2-bromo-1-(3-(quinolin-2-yl)cyclobutyl)ethanone). RXN SMILES: [N:1]1[C:10]2[C:5](=[CH:6][CH:7]=[CH:8][CH:9]=2)[CH:4]=[CH:3][C:2]=1[CH:11]1[CH2:14][CH:13]([C:15]([OH:17])=O)[CH2:12]1.[C:18](Cl)(=O)C(Cl)=O.[Si](C=[N+]=[N-])(C)(C)C.[BrH:31].C(O)(=O)C>C(Cl)Cl.CN(C=O)C>[Br:31][CH2:18][C:15]([CH:13]1[CH2:12][CH:11]([C:2]2[CH:3]=[CH:4][C:5]3[C:10](=[CH:9][CH:8]=[CH:7][CH:6]=3)[N:1]=2)[CH2:14]1)=[O:17]. Reported procedure: A solution of 3-(quinolin-2-yl)cyclobutanecarboxylic acid (200 mg, 0.800 mmol) in DCM was cooled to 0° C. and treated with 10 μL of DMF followed by addition of oxalyl chloride (154 μL, 1.76 mmol). The resulting mixture was stirred at rt for 30 min and concentrated. The resultant residue was dried in vacuo for 15 min, dissolved in CH3CN (5 mL), and treated with a 2 M solution of TMSCHN2 in hexanes (0.88 mL, 1.76 mmol). The resulting mixture was stirred for 1 h, cooled to 0° C. and treated with 33...